From a dataset of the Open Reaction Database (ORD), a public repository of structured organic reaction records. describe an organic reaction: reactants, conditions, products, and yield The reactants are FC1=C(C=CC(=C1)F)C1=C(OC(=CC1=O)C)C1=CC=C(C=C1)S(=O)(=O)C (3-(2,4-difluorophenyl)-2-(4-methanesulfonylphenyl)-6-methylpyran-4-one), FC1=C(C=CC(=C1)F)C1=C(OC(=CC1=O)C)C1=CC=C(C=C1)S(=O)(=O)C (3-(2,4-difluorophenyl)-2-(4-methanesulfonylphenyl)-6-methylpyran-4-one), [Se](=O)=O (selenium dioxide). Run in O1CCOCC1 (dioxane). Run at temperature 180 celsius. The product is FC1=C(C=CC(=C1)F)C=1C(C=C(OC1C1=CC=C(C=C1)S(=O)(=O)C)C=O)=O (5-(2,4difluorophenyl)-6-(4-methanesulfonylphenyl)-4-oxo-4H-pyran-2-carbaldehyde). Yield: 48.4%. As a reaction SMILES: [F:1][C:2]1[CH:7]=[C:6]([F:8])[CH:5]=[CH:4][C:3]=1[C:9]1[C:14](=[O:15])[CH:13]=[C:12]([CH3:16])[O:11][C:10]=1[C:17]1[CH:22]=[CH:21][C:20]([S:23]([CH3:26])(=[O:25])=[O:24])=[CH:19][CH:18]=1.[Se](=O)=[O:28]>O1CCOCC1>[F:1][C:2]1[CH:7]=[C:6]([F:8])[CH:5]=[CH:4][C:3]=1[C:9]1[C:14](=[O:15])[CH:13]=[C:12]([CH:16]=[O:28])[O:11][C:10]=1[C:17]1[CH:22]=[CH:21][C:20]([S:23]([CH3:26])(=[O:25])=[O:24])=[CH:19][CH:18]=1. Procedure details: To a solution of 3-(2,4-difluorophenyl)-2-(4-methanesulfonylphenyl)-6-methylpyran-4-one (1.7 g; 4.5 mmoles) (compound 13) in dioxane (45 ml), selenium dioxide (2.2 g, 20 mmoles) was added and the mixture heated in a pressure vessel at 180° C. for 1 hour. After cooling, the reaction mixture was filtered, the solvent removed under reduced pressure and the residual oil purified by column chromatography with silica gel and ethyl acetate as eluent. 5-(2,4difluorophenyl)-6-(4-methanesulfonylphenyl)-4-... As a reaction SMILES: [CH2:24]1[O:25][CH2:26][CH2:27][CH2:28]1.[CH3:1][O:2][c:3]1[c:4](=[O:19])[c:5]([C:15](=[O:16])[O:17][CH3:18])[n:6][n:7](-[c:9]2[cH:10][cH:11][n:12][cH:13][cH:14]2)[cH:8]1.[CH3:22][OH:23].[Na+:21].[OH-:20]>>[CH3:1][O:2][c:3]1[c:4](=[O:19])[c:5]([C:15](=[O:16])[OH:17])[n:6][n:7](-[c:9]2[cH:10][cH:11][n:12][cH:13][cH:14]2)[cH:8]1. Yields the product COc1cn(-c2ccncc2)nc(C(=O)O)c1=O. Starting materials: C1CCOC1, COC(=O)c1nn(-c2ccncc2)cc(OC)c1=O, CO, [Na+], [OH-]. Starting materials: [H-].[Na+] (sodium hydride), CS(=O)C (dimethylsulfoxide), C(C)OC(=O)C1=CC=C(C=C1)N1C(=CC(=C1)C=O)C#N (1-(4-ethoxycarbonylphenyl)-4-formylpyrrole-2-carbonitrile). Reagents/catalysts: [Br-].C[P+](C1=CC=CC=C1)(C1=CC=CC=C1)C1=CC=CC=C1 (methyltriphenylphosphonium bromide). Reaction conditions: temperature 60 celsius, time 50 minute. Yields the product C(C)OC(=O)C1=CC=C(C=C1)N1C(=CC(=C1)C=C)C#N (1-(4-ethoxycarbonylphenyl)-4-vinylpyrrole-2-carbonitrile). Reaction SMILES: [H-].[Na+].[CH2:3]([O:5][C:6]([C:8]1[CH:13]=[CH:12][C:11]([N:14]2[CH:18]=[C:17]([CH:19]=O)[CH:16]=[C:15]2[C:21]#[N:22])=[CH:10][CH:9]=1)=[O:7])[CH3:4].[CH3:23]S(C)=O>[Br-].C[P+](C1C=CC=CC=1)(C1C=CC=CC=1)C1C=CC=CC=1>[CH2:3]([O:5][C:6]([C:8]1[CH:13]=[CH:12][C:11]([N:14]2[CH:18]=[C:17]([CH:19]=[CH2:23])[CH:16]=[C:15]2[C:21]#[N:22])=[CH:10][CH:9]=1)=[O:7])[CH3:4] |f:0.1,4.5|. Procedure details: To a solution of dimethylsulfoxide (64 ml) was added sodium hydride (480 mg, 60% oil dispersion) at ambient temperature. The suspension was stirred at 60° C. for 50 minutes to give a clear solution. To the cooled solution was added methyltriphenylphosphonium bromide (4.29 g) at ambient temperature in one portion. The mixture was stirred at ambient temperature for half an hour and at 50° C. for half an hour. The yellow mixture was cooled to ambient temperature and therein 1-(4-ethoxycarbonylpheny... Reactants: CC(=O)c1c(Cl)[nH]c2ccccc12, C1CCOC1, CI, [H-], [Na+], O. Product: CC(=O)c1c(Cl)n(C)c2ccccc12. Reaction SMILES: [C:3]([CH3:4])(=[O:5])[c:6]1[c:7]([Cl:15])[nH:8][c:9]2[cH:10][cH:11][cH:12][cH:13][c:14]12.[CH2:19]1[O:20][CH2:21][CH2:22][CH2:23]1.[CH3:16][I:17].[H-:2].[Na+:1].[OH2:18]>>[C:3]([CH3:4])(=[O:5])[c:6]1[c:7]([Cl:15])[n:8]([CH3:16])[c:9]2[cH:10][cH:11][cH:12][cH:13][c:14]12. Reactants: C(CC)Br (propyl bromide), OC1=CC=C(C(=O)OCC)C=C1 (ethyl 4-hydroxybenzoate), C([O-])([O-])=O.[K+].[K+] (potassium carbonate), C(CC)OC=1C=C(C(=O)O)C=CC1 (3-Propoxy-benzoic acid). The product is C(CC)OC1=CC=C(C(=O)O)C=C1 (4-Propoxy-benzoic acid). Reaction SMILES: [CH2:1](Br)[CH2:2][CH3:3].[OH:5][C:6]1[CH:16]=[CH:15][C:9]([C:10]([O:12]CC)=[O:11])=[CH:8][CH:7]=1.C(=O)([O-])[O-].[K+].[K+].C(OC1C=C(C=CC=1)C(O)=O)CC>>[CH2:1]([O:5][C:6]1[CH:16]=[CH:15][C:9]([C:10]([OH:12])=[O:11])=[CH:8][CH:7]=1)[CH2:2][CH3:3] |f:2.3.4|. Procedure: The reaction of propyl bromide and ethyl 4-hydroxybenzoate in the presence of potassium carbonate was performed as described for Compound 24 to give 4-Propoxy-benzoic acid as white powder. 1H-NMR (400 MHz, d6-DMSO): 12.58 (s, COOH); 7.86 (d, J=8.8, 2 arom. H); 6.97 (d, J=8.8, 2 arom. H); 3.97 (t, CH3CH2CH2O); 1.72 (m, CH3CH2CH2O); 0.96 (t, CH3CH2CH2O). 13C-NMR (100 MHz, d6-DMSO): 166.99 (—C═O); 162.29; 131.33 (2 arom. C); 122.78; 114.18 (2 arom. C); 69.21; 21.90; 10.30. Reactants: BrCc1ccccc1, CCCC[N+](CCCC)(CCCC)CCCC, ClCCl, Nc1c2c(nc3ccccc13)CCCC2=O, [Na+], [OH-], O=S(=O)([O-])O. Product: O=C1CCCc2nc3ccccc3c(NCc3ccccc3)c21. As a reaction SMILES: [Br:19][CH2:20][c:21]1[cH:22][cH:23][cH:24][cH:25][cH:26]1.[CH2:32]([N+:33]([CH2:34][CH2:35][CH2:36][CH3:37])([CH2:38][CH2:39][CH2:40][CH3:41])[CH2:42][CH2:43][CH2:44][CH3:45])[CH2:46][CH2:47][CH3:48].[Cl:49][CH2:50][Cl:51].[NH2:3][c:4]1[c:5]2[cH:6][cH:7][cH:8][cH:9][c:10]2[n:11][c:12]2[c:17]1[C:16](=[O:18])[CH2:15][CH2:14][CH2:13]2.[Na+:2].[OH-:1].[S:27]([O-:28])([OH:29])(=[O:30])=[O:31]>>[NH:3]([c:4]1[c:5]2[cH:6][cH:7][cH:8][cH:9][c:10]2[n:11][c:12]2[c:17]1[C:16](=[O:18])[CH2:15][CH2:14][CH2:13]2)[CH2:20][c:21]1[cH:22][cH:23][cH:24][cH:25][cH:26]1. Reactants: C(=O)C1CCN(CC1)C(=O)OC(C)(C)C (Tert-butyl 4-formylpiperidine-1-carboxylate), [NH4+].[Cl-] (NH4Cl), ClC1=NC(=C2N=CN(C2=N1)C)N1CCOCC1 (4-(2-chloro-9-methyl-9H-purin-6-yl)morpholine), CN(CCN(C)C)C (N,N,N′,N′-Tetramethylethylenediamine), C(CCC)[Li] (n-butyllithium). The solvent is C1CCOC1 (THF), CCCCCC (hexane), O1CCCC1 (tetrahydrofuran). Run at temperature -40 celsius, time 5 minute. Product: ClC1=NC(=C2N=C(N(C2=N1)C)C(C1CCN(CC1)C(=O)OC(C)(C)C)O)N1CCOCC1 (tert-butyl 4-((2-chloro-9-methyl-6-morpholino-9H-purin-8-yl)(hydroxy)methyl)piperidine-1-carboxylate). As a reaction SMILES: [Cl:1][C:2]1[N:10]=[C:9]2[C:5]([N:6]=[CH:7][N:8]2[CH3:11])=[C:4]([N:12]2[CH2:17][CH2:16][O:15][CH2:14][CH2:13]2)[N:3]=1.CN(C)CCN(C)C.C([Li])CCC.[CH:31]([CH:33]1[CH2:38][CH2:37][N:36]([C:39]([O:41][C:42]([CH3:45])([CH3:44])[CH3:43])=[O:40])[CH2:35][CH2:34]1)=[O:32].[NH4+].[Cl-]>CCCCCC.C1COCC1>[Cl:1][C:2]1[N:10]=[C:9]2[C:5]([N:6]=[C:7]([CH:31]([OH:32])[CH:33]3[CH2:38][CH2:37][N:36]([C:39]([O:41][C:42]([CH3:44])([CH3:43])[CH3:45])=[O:40])[CH2:35][CH2:34]3)[N:8]2[CH3:11])=[C:4]([N:12]2[CH2:17][CH2:16][O:15][CH2:14][CH2:13]2)[N:3]=1 |f:4.5|. Reported procedure: To a solution of 4-(2-chloro-9-methyl-9H-purin-6-yl)morpholine (750 mg, 3.0 mmol) and N,N,N′,N′-Tetramethylethylenediamine (0.9816 mL, 6.504 mmol) in tetrahydrofuran (38 mL, 460 mmol) was added 1.6 M of n-butyllithium in hexane (4.065 mL) at −78° C. The resulting orange cloudy mixture was stirred at −78° C. for 45 minutes and at −40° C. for 5 minutes. Tert-butyl 4-formylpiperidine-1-carboxylate (1.261 g, 5.913 mmol) in 2 mL of THF was then added. The resulting yellow mixture was stirred at −78° ...